From a dataset of the Open Reaction Database (ORD), a public repository of structured organic reaction records. describe an organic reaction: reactants, conditions, products, and yield The reactants are C(CCl)Cl (EDC), NC1=C(C(=O)O)C=CC=C1 (2-aminobenzoic acid), NC1CCN(CC1)CC1=CC=CC=C1 (4-amino-1-benzylpiperidine), C=1C=CC2=C(C1)N=NN2O (HOBT). Solvent: C(Cl)Cl (methylene chloride), C(Cl)Cl (methylene chloride). Run at time 6 hour. Yields the product NC1=C(C(=O)NC2CCN(CC2)CC2=CC=CC=C2)C=CC=C1 (2-Amino-N-(1-benzyl-piperidin-4-yl)benzamide). Isolated yield 13.7%. Reaction SMILES: [NH2:1][C:2]1[CH:10]=[CH:9][CH:8]=[CH:7][C:3]=1[C:4]([OH:6])=O.[NH2:11][CH:12]1[CH2:17][CH2:16][N:15]([CH2:18][C:19]2[CH:24]=[CH:23][CH:22]=[CH:21][CH:20]=2)[CH2:14][CH2:13]1.C1C=CC2N(O)N=NC=2C=1.C(Cl)CCl>C(Cl)Cl>[NH2:1][C:2]1[CH:10]=[CH:9][CH:8]=[CH:7][C:3]=1[C:4]([NH:11][CH:12]1[CH2:17][CH2:16][N:15]([CH2:18][C:19]2[CH:24]=[CH:23][CH:22]=[CH:21][CH:20]=2)[CH2:14][CH2:13]1)=[O:6]. Procedure details: To a solution of 1.0 g 2-aminobenzoic acid and 1.39 g of 4-amino-1-benzylpiperidine in 10 mL of methylene chloride was added 1.18 g of HOBT followed by 2.10 g of EDC. After stirring at rt for 6 hours, the reaction mixture was diluted with methylene chloride. The organic phase was washed with brine and dried over anhydrous MgSO4. Concentration under reduced pressure followed by flash chromatography eluting with 9% EtOAc in hexane, 50% EtOAc in hexane and 10% MeOH in EtOAc afforded 309 mg of the t... Yield: 54.0%. As a reaction SMILES: [OH:1][CH:2]([CH:8]([N:15]([CH3:22])[C:16]1[CH:21]=[CH:20][CH:19]=[CH:18][CH:17]=1)[C:9]1[CH:14]=[CH:13][CH:12]=[CH:11][CH:10]=1)[C:3](OCC)=[O:4].[NH3:23]>>[OH:1][CH:2]([CH:8]([N:15]([CH3:22])[C:16]1[CH:21]=[CH:20][CH:19]=[CH:18][CH:17]=1)[C:9]1[CH:14]=[CH:13][CH:12]=[CH:11][CH:10]=1)[C:3]([NH2:23])=[O:4]. Reactants: OC(C(=O)OCC)C(C1=CC=CC=C1)N(C1=CC=CC=C1)C (ethyl (2RS,3RS)-2-hydroxy-3-[methyl(phenyl)amino]-3-phenylpropanoate), N (ammonia). Yields the product OC(C(=O)N)C(C1=CC=CC=C1)N(C1=CC=CC=C1)C ((2RS,3RS)-2-hydroxy-3-[methyl(phenyl)amino]-3-phenylpropanamide). Procedure details: A mixture of ethyl (2RS,3RS)-2-hydroxy-3-[methyl(phenyl)amino]-3-phenylpropanoate (1.20 g, 4.00 mmol) and methanolic ammonia solution (7 N, 20 mL) was stirred at 100° C. in a sealed tube for 5 hours. After cooling, all volatiles were removed under reduced pressure. The resulting yellow oil was purified via silica gel chromatography (15-30% isopropanol/hexane) and recrystallized (warm ethyl acetate/hexane/−25° C.) to yield 582 mg (54%) of (2RS,3RS)-2-hydroxy-3-[methyl(phenyl)amino]-3-phenylpropan... Reaction conditions: temperature 100 celsius, time 5 hour. Reactants: NC1=NC(=C(C(=N1)Cl)C#N)C1=CC=CC=C1 (2-amino-4-chloro-6-phenyl-pyrimidine-5-carbonitrile), C1(=CC=CC=C1)B(O)O (phenylboronic acid), C([O-])([O-])=O.[Na+].[Na+] (sodium carbonate). Reagents/catalysts: C1=CC=C(C=C1)P(C2=CC=CC=C2)C3=CC=CC=C3.C1=CC=C(C=C1)P(C2=CC=CC=C2)C3=CC=CC=C3.C1=CC=C(C=C1)P(C2=CC=CC=C2)C3=CC=CC=C3.C1=CC=C(C=C1)P(C2=CC=CC=C2)C3=CC=CC=C3.[Pd] (tetrakis(triphenylphosphine)palladium(O)). Run in O1CCOCC1.O (dioxane water). Yields the product NC1=NC(=C(C(=N1)C1=CC=CC=C1)C#N)C1=CC=CC=C1 (2-Amino-4,6-diphenyl-pyrimidine-5-carbonitrile). As a reaction SMILES: [NH2:1][C:2]1[N:7]=[C:6](Cl)[C:5]([C:9]#[N:10])=[C:4]([C:11]2[CH:16]=[CH:15][CH:14]=[CH:13][CH:12]=2)[N:3]=1.[C:17]1(B(O)O)[CH:22]=[CH:21][CH:20]=[CH:19][CH:18]=1.C(=O)([O-])[O-].[Na+].[Na+]>O1CCOCC1.O.C1C=CC(P(C2C=CC=CC=2)C2C=CC=CC=2)=CC=1.C1C=CC(P(C2C=CC=CC=2)C2C=CC=CC=2)=CC=1.C1C=CC(P(C2C=CC=CC=2)C2C=CC=CC=2)=CC=1.C1C=CC(P(C2C=CC=CC=2)C2C=CC=CC=2)=CC=1.[Pd]>[NH2:1][C:2]1[N:7]=[C:6]([C:17]2[CH:22]=[CH:21][CH:20]=[CH:19][CH:18]=2)[C:5]([C:9]#[N:10])=[C:4]([C:11]2[CH:16]=[CH:15][CH:14]=[CH:13][CH:12]=2)[N:3]=1 |f:2.3.4,5.6,7.8.9.10.11|. Procedure: From 2-amino-4-chloro-6-phenyl-pyrimidine-5-carbonitrile, phenylboronic acid, tetrakis(triphenylphosphine)palladium(O) and sodium carbonate in dioxane/water. EI-MS m/e (%): 272 (M+, 58), 271 ([M—H]+, 100). As a reaction SMILES: [CH3:23][OH:24].[Cl:1][c:2]1[n:3][cH:4][c:5]([C:6](=[O:7])[OH:8])[cH:9][cH:10]1.[n:11]1[cH:12][cH:13][c:14]([N:17]2[CH2:18][CH2:19][NH:20][CH2:21][CH2:22]2)[cH:15][cH:16]1>>[c:2]1([N:20]2[CH2:19][CH2:18][N:17]([c:14]3[cH:13][cH:12][n:11][cH:16][cH:15]3)[CH2:22][CH2:21]2)[n:3][cH:4][c:5]([C:6](=[O:7])[OH:8])[cH:9][cH:10]1. The reactants are CO, O=C(O)c1ccc(Cl)nc1, c1cc(N2CCNCC2)ccn1. Product: O=C(O)c1ccc(N2CCN(c3ccncc3)CC2)nc1. The reactants are [Al+3], O=C(NCC1Cc2cc(Cl)cc(-c3ccsc3)c2O1)OCc1ccccc1, Cl, [H-], [H-], [H-], [H-], [Li+]. Yields the product CNCC1Cc2cc(Cl)cc(-c3ccsc3)c2O1. RXN SMILES: [Al+3:29].[Cl:1][c:2]1[cH:3][c:4](-[c:23]2[cH:24][s:25][cH:26][cH:27]2)[c:5]2[c:6]([cH:22]1)[CH2:7][CH:8]([CH2:10][NH:11][C:12](=[O:13])[O:14][CH2:15][c:16]1[cH:17][cH:18][cH:19][cH:20][cH:21]1)[O:9]2.[ClH:34].[H-:28].[H-:31].[H-:32].[H-:33].[Li+:30]>>[Cl:1][c:2]1[cH:3][c:4](-[c:23]2[cH:24][s:25][cH:26][cH:27]2)[c:5]2[c:6]([cH:22]1)[CH2:7][CH:8]([CH2:10][NH:11][CH3:12])[O:9]2. Reported procedure: In 2 ml of acetic acid and 2 ml of acetic anhydride was dissolved 9.5 mg of 6-aminospiro[benzo[b]thiophene-2(3H),1'-cyclopropan]-3-one as obtained in Example 6, and the solution was stirred at room temperature for 10 minutes. The reaction solution was evaporated to dryness under reduced pressure, and the residue was chromatographed on a column of silica gel. Recrystallization of the resultant crude crystals from ethanol-water (1:2) yielded colorless needles of 6-acetylaminospiro[benzo[b]thiophen... Yields the product C(C)(=O)NC=1C=CC2=C(SC3(CC3)C2=O)C1 (6-acetylaminospiro[benzo[b]thiophene-2(3H),1'-cyclopropan]-3-one). The solvent is C(C)(=O)OC(C)=O (acetic anhydride). Reactants: NC=1C=CC2=C(SC3(CC3)C2=O)C1 (6-aminospiro[benzo[b]thiophene-2(3H),1'-cyclopropan]-3-one), C(C)(=O)O (acetic acid). Reaction conditions: time 10 minute. Reaction SMILES: [NH2:1][C:2]1[CH:3]=[CH:4][C:5]2[C:11](=[O:12])[C:8]3([CH2:10][CH2:9]3)[S:7][C:6]=2[CH:13]=1.[C:14](O)(=[O:16])[CH3:15]>C(OC(=O)C)(=O)C>[C:14]([NH:1][C:2]1[CH:3]=[CH:4][C:5]2[C:11](=[O:12])[C:8]3([CH2:10][CH2:9]3)[S:7][C:6]=2[CH:13]=1)(=[O:16])[CH3:15]. Starting materials: ClCCl, CC(C)(C)OC(=O)N1CCN(C(=O)c2cc(-c3cccc(OC(F)(F)F)c3)n(-c3cccc(Cl)c3)n2)CC1, CC(C)(C)OC(=O)N1CCNCC1, O, O=C(O)C(F)(F)F. Product: O=C(c1cc(-c2cccc(OC(F)(F)F)c2)n(-c2cccc(Cl)c2)n1)N1CCNCC1. As a reaction SMILES: [Cl:60][CH2:61][Cl:62].[Cl:9][c:10]1[cH:11][c:12](-[n:16]2[n:17][c:18]([C:32](=[O:33])[N:34]3[CH2:35][CH2:36][N:37]([C:40]([O:41][C:42]([CH3:43])([CH3:44])[CH3:45])=[O:46])[CH2:38][CH2:39]3)[cH:19][c:20]2-[c:21]2[cH:22][c:23]([O:27][C:28]([F:29])([F:30])[F:31])[cH:24][cH:25][cH:26]2)[cH:13][cH:14][cH:15]1.[N:47]1([C:48]([O:49][C:50]([CH3:51])([CH3:52])[CH3:53])=[O:54])[CH2:55][CH2:56][NH:57][CH2:58][CH2:59]1.[O:1].[OH:2][C:3]([C:4]([F:5])([F:6])[F:7])=[O:8]>>[Cl:9][c:10]1[cH:11][c:12](-[n:16]2[n:17][c:18]([C:32](=[O:33])[N:34]3[CH2:35][CH2:36][NH:37][CH2:38][CH2:39]3)[cH:19][c:20]2-[c:21]2[cH:22][c:23]([O:27][C:28]([F:29])([F:30])[F:31])[cH:24][cH:25][cH:26]2)[cH:13][cH:14][cH:15]1. Reactants: Cn1ccnc1S(=O)(=O)Cl, Cl, CCOC(=O)c1cc2cc(OCCOC)cc(N)c2[nH]1, C1CCOC1, Cc1cccc(C)n1. The product is CCOC(=O)c1cc2cc(OCCOC)cc(NS(=O)(=O)c3nccn3C)c2[nH]1. Reaction SMILES: [CH3:29][n:30]1[c:31]([S:35](=[O:36])(=[O:37])[Cl:38])[n:32][cH:33][cH:34]1.[ClH:39].[NH2:1][c:2]1[cH:3][c:4]([O:16][CH2:17][CH2:18][O:19][CH3:20])[cH:5][c:6]2[cH:7][c:8]([C:11](=[O:12])[O:13][CH2:14][CH3:15])[nH:9][c:10]12.[O:40]1[CH2:41][CH2:42][CH2:43][CH2:44]1.[n:21]1[c:22]([CH3:23])[cH:24][cH:25][cH:26][c:27]1[CH3:28]>>[NH:1]([c:2]1[cH:3][c:4]([O:16][CH2:17][CH2:18][O:19][CH3:20])[cH:5][c:6]2[cH:7][c:8]([C:11](=[O:12])[O:13][CH2:14][CH3:15])[nH:9][c:10]12)[S:35]([c:31]1[n:30]([CH3:29])[cH:34][cH:33][n:32]1)(=[O:36])=[O:37]. Starting materials: Cl (HCl), CC1=C(C(=NC(=N1)N)NCCCCC)CC1=CC=C(C=C1)COC1OCCCC1 (6-Methyl-N4-pentyl-5-(4-((tetrahydro-2H-pyran-2-yloxy)methyl)benzyl)pyrimidine-2,4-diamine). The solvent is CO (MeOH). Conditions: time 3 day. The product is NC1=NC(=C(C(=N1)C)CC1=CC=C(C=C1)CO)NCCCCC ((4-((2-Amino-4-methyl-6-(pentylamino)pyrimidin-5-yl)methyl)phenyl)methanol). RXN SMILES: Cl.[CH3:2][C:3]1[N:8]=[C:7]([NH2:9])[N:6]=[C:5]([NH:10][CH2:11][CH2:12][CH2:13][CH2:14][CH3:15])[C:4]=1[CH2:16][C:17]1[CH:22]=[CH:21][C:20]([CH2:23][O:24]C2CCCCO2)=[CH:19][CH:18]=1>CO>[NH2:9][C:7]1[N:8]=[C:3]([CH3:2])[C:4]([CH2:16][C:17]2[CH:22]=[CH:21][C:20]([CH2:23][OH:24])=[CH:19][CH:18]=2)=[C:5]([NH:10][CH2:11][CH2:12][CH2:13][CH2:14][CH3:15])[N:6]=1. Procedure details: 2M HCl (10 ml) was added to a stirred solution of the product from step (iv) (3.4 g) in MeOH (30 ml). The mixture was stirred at rt for 3 days then the solvent evaporated under reduced pressure. The residue was partitioned between DCM/aq NaHCO3 solution, the organics separated, dried and evaporated under reduced pressure to afford the subtitle compound, 2.38 g. Reactants: C(O)([O-])=O.[Na+] (sodium hydrogencarbonate), COC1=CC=C(OCC(=O)OCC)C=C1 (ethyl (4-methoxyphenoxy)acetate), C(C)S (ethanethiol), [Cl-].[Al+3].[Cl-].[Cl-] (aluminum chloride). Run in C(Cl)(Cl)Cl (chloroform), ClCCl (dichloromethane). Product: OC1=CC=C(OCC(=O)OCC)C=C1 (ethyl (4-hydroxyphenoxy)acetate). Isolated yield 75.1%. RXN SMILES: C[O:2][C:3]1[CH:15]=[CH:14][C:6]([O:7][CH2:8][C:9]([O:11][CH2:12][CH3:13])=[O:10])=[CH:5][CH:4]=1.C(S)C.[Cl-].[Al+3].[Cl-].[Cl-].C(=O)([O-])O.[Na+]>ClCCl.C(Cl)(Cl)Cl>[OH:2][C:3]1[CH:4]=[CH:5][C:6]([O:7][CH2:8][C:9]([O:11][CH2:12][CH3:13])=[O:10])=[CH:14][CH:15]=1 |f:2.3.4.5,6.7|. Procedure details: A solution of ethyl (4-methoxyphenoxy)acetate (2.0 g, 9.5 mmol), ethanethiol (2.8 mL, 38 mmol) and aluminum chloride (5.1 g, 38 mmol) in dichloromethane (20 mL) was stirred under ice-cooling for 40 min. The reaction mixture was poured into a mixture of chloroform and saturated aqueous sodium hydrogencarbonate, and filtered through celite. The organic layer was separated, washed with saturated brine, dried over anhydrous magnesium sulfate, and concentrated under reduced pressure. The residue was ...